Dataset: the Open Reaction Database (ORD), a public repository of structured organic reaction records. Task: describe an organic reaction: reactants, conditions, products, and yield Starting materials: C(C=1C(O)=CC=CC1)(=O)NN (salicylic acid hydrazide), S(=O)(Cl)Cl (thionyl chloride), C(CCCCCCCCCCC)(=O)O (lauric acid), N1=CC=CC=C1 (pyridine). Run in ClC1=CC=CC=C1 (chlorobenzene). Run at time 1 hour. Product: C(C=1C(O)=CC=CC1)(=O)NNC(CCCCCCCCCCC)=O (N-Salicyloyl-N'-lauroyl-hydrazine). The yield is 53.0%. Reaction SMILES: [C:1]([NH:10][NH2:11])(=[O:9])[C:2]1[C:3](=[CH:5][CH:6]=[CH:7][CH:8]=1)[OH:4].[C:12](O)(=[O:24])[CH2:13][CH2:14][CH2:15][CH2:16][CH2:17][CH2:18][CH2:19][CH2:20][CH2:21][CH2:22][CH3:23].N1C=CC=CC=1.S(Cl)(Cl)=O>ClC1C=CC=CC=1>[C:1]([NH:10][NH:11][C:12](=[O:24])[CH2:13][CH2:14][CH2:15][CH2:16][CH2:17][CH2:18][CH2:19][CH2:20][CH2:21][CH2:22][CH3:23])(=[O:9])[C:2]1[C:3](=[CH:5][CH:6]=[CH:7][CH:8]=1)[OH:4]. Reported procedure: 15.2 g (0.1 mol) of salicylic acid hydrazide and 20.0 g (0.1 mol) of lauric acid are suspended in 200 ml of chlorobenzene, 2.0 g (0.025 mol) of pyridine are added and the mixture is heated to the boil. 13.1 g (0.11 mol) of thionyl chloride are added dropwise at this temperature. The product separates out initially as a turbidity and then as a flocculent precipitate. After boiling for 1 hour the mixture is cooled and the product is filtered off and washed with a little benzene and then with petro...